From a dataset of the Open Reaction Database (ORD), a public repository of structured organic reaction records. describe an organic reaction: reactants, conditions, products, and yield The reactants are ClC1=NC(=NC=C1)N (4-chloropyrimidin-2-amine), C(C)N(C(C)C)C(C)C (N-ethyl-N-isopropylpropan-2-amine), NCCCN(C(OC(C)(C)C)=O)C (tert-butyl 3-aminopropyl(methyl)carbamate). The solvent is C(CC)O (n-propanol). The product is NC1=NC=CC(=N1)NCCCN(C(OC(C)(C)C)=O)C (tert-butyl 3-(2-aminopyrimidin-4-ylamino)propyl(methyl)carbamate). As a reaction SMILES: Cl[C:2]1[CH:7]=[CH:6][N:5]=[C:4]([NH2:8])[N:3]=1.C(N(C(C)C)C(C)C)C.[NH2:18][CH2:19][CH2:20][CH2:21][N:22]([CH3:30])[C:23](=[O:29])[O:24][C:25]([CH3:28])([CH3:27])[CH3:26]>C(O)CC>[NH2:8][C:4]1[N:3]=[C:2]([NH:18][CH2:19][CH2:20][CH2:21][N:22]([CH3:30])[C:23](=[O:29])[O:24][C:25]([CH3:26])([CH3:28])[CH3:27])[CH:7]=[CH:6][N:5]=1. Procedure details: A solution of 4-chloropyrimidin-2-amine (CAS#3993-78-0, 0.200 g, 0.0015 mole), N-ethyl-N-isopropylpropan-2-amine (1.88 mL, 0.0108 mole), and tert-butyl 3-aminopropyl(methyl)carbamate (0.300 g, 0.0015 mole) in n-propanol (3 mL) was heated at 200° C. under microwave irradiation for 10 minutes. Volatiles were removed under reduced pressure and the residue was partitioned between ethyl acetate and saturated aqueous sodium carbonate. The organic layer was dried (MgSO4) and filtered. The filtrate was ... Starting materials: NC1=CC=C(C(=O)NC2=CC=C(C=C2)N)C=C1 (4,4'-Diaminobenzanilide), C1(=CC=CC=C1)N=C=S (phenylisothiocyanate). Solvent: CC(=O)C (acetone). Conditions: temperature 55 celsius, time 10 minute. Yields the product C1(=CC=CC=C1)NC(=S)NC1=CC=C(C(=O)NC2=CC=C(C=C2)NC(NC2=CC=CC=C2)=S)C=C1 (4,4'-di(phenylthiocarbamoylamino)benzanilide). Isolated yield 72.3%. RXN SMILES: [NH2:1][C:2]1[CH:17]=[CH:16][C:5]([C:6]([NH:8][C:9]2[CH:14]=[CH:13][C:12]([NH2:15])=[CH:11][CH:10]=2)=[O:7])=[CH:4][CH:3]=1.[C:18]1([N:24]=[C:25]=[S:26])[CH:23]=[CH:22][CH:21]=[CH:20][CH:19]=1>CC(C)=O>[C:18]1([NH:24][C:25]([NH:1][C:2]2[CH:17]=[CH:16][C:5]([C:6]([NH:8][C:9]3[CH:14]=[CH:13][C:12]([NH:15][C:25](=[S:26])[NH:24][C:18]4[CH:23]=[CH:22][CH:21]=[CH:20][CH:19]=4)=[CH:11][CH:10]=3)=[O:7])=[CH:4][CH:3]=2)=[S:26])[CH:23]=[CH:22][CH:21]=[CH:20][CH:19]=1. Procedure: 4,4'-Diaminobenzanilide (0.658 g, 2.5 mM) was dissolved in 20 ml of acetone, and 2 equivalents of phenylisothiocyanate (0.676 g, 5 mM) was added. The mixture was stirred at 55° C. for 10 minutes. After cooling, the reaction mixture was filtered, and washed with acetone/n-hexane to obtain 0.90 g (72.3% yield) of a colorless crystal of compound A-15. Reactants: ClCCl, O=C(O)C(F)(F)F, [Na+], [OH-], O=c1ccn(-c2cccc(C(F)(F)F)c2)nc1-c1cn(C(c2ccccc2)(c2ccccc2)c2ccccc2)nc1-c1ccccc1. Yields the product O=c1ccn(-c2cccc(C(F)(F)F)c2)nc1-c1c[nH]nc1-c1ccccc1. Reaction SMILES: [Cl:57][CH2:58][Cl:59].[F:48][C:49]([F:50])([F:51])[C:52]([OH:53])=[O:54].[Na+:56].[OH-:55].[c:1]1(-[c:7]2[n:8][n:9]([C:29]([c:30]3[cH:31][cH:32][cH:33][cH:34][cH:35]3)([c:36]3[cH:37][cH:38][cH:39][cH:40][cH:41]3)[c:42]3[cH:43][cH:44][cH:45][cH:46][cH:47]3)[cH:10][c:11]2-[c:12]2[n:13][n:14](-[c:19]3[cH:20][c:21]([C:25]([F:26])([F:27])[F:28])[cH:22][cH:23][cH:24]3)[cH:15][cH:16][c:17]2=[O:18])[cH:2][cH:3][cH:4][cH:5][cH:6]1>>[c:1]1(-[c:7]2[n:8][nH:9][cH:10][c:11]2-[c:12]2[n:13][n:14](-[c:19]3[cH:20][c:21]([C:25]([F:26])([F:27])[F:28])[cH:22][cH:23][cH:24]3)[cH:15][cH:16][c:17]2=[O:18])[cH:2][cH:3][cH:4][cH:5][cH:6]1. Starting materials: ethylene ketal, N1=CC(=CC=C1)C(=O)NC1CCN(CC1)C(=O)[O-] (4-(3-pyridinecarbonylamino)-1-piperidinecarboxylate). The solvent is Cl (HCl). The product is N1=CC(=CC=C1)C(=O)NC1CCNCC1 (4-(3-pyridinecarbonylamino)piperidine). As a reaction SMILES: [N:1]1[CH:6]=[CH:5][CH:4]=[C:3]([C:7]([NH:9][CH:10]2[CH2:15][CH2:14][N:13](C([O-])=O)[CH2:12][CH2:11]2)=[O:8])[CH:2]=1>Cl>[N:1]1[CH:6]=[CH:5][CH:4]=[C:3]([C:7]([NH:9][CH:10]2[CH2:11][CH2:12][NH:13][CH2:14][CH2:15]2)=[O:8])[CH:2]=1. Procedure: A mixture of 1.2 g of the ethylene ketal of 4-(3-pyridinecarbonylamino)-1-piperidinecarboxylate and 20 mL of 6N HCl was heated under reflux for 6 h. The mixture was cooled, extracted with 20 mL of dichloromethane, then basified with 6N NaOH and extracted with 3×50 mL of chloroform. The combined chloroform extracts were dried over MgSO4 and concentrated under reduced pressure. Drying under vacuum gave 0.6 g of 4-(3-pyridinecarbonylamino)piperidine as an oil: 1H NMR (400 MHz, CDCl3) 8.96 (d, J=2 H... Starting materials: C([O-])([O-])=O.[K+].[K+] (potassium carbonate), C(C)OC1=C(C(CBr)=O)C=C(C=C1)F (2-ethoxy-5-fluorophenacyl bromide), SC1=C(C#N)C=CC=N1 (2-mercaptonicotine nitrile). Solvent: CN(C)C=O (DMF), C(C)(=O)OCC (ethyl acetate). Run at time 16 hour. The product is NC1=C(SC2=NC=CC=C21)C(C2=C(C=CC(=C2)F)OCC)=O (3-Amino-2-(2′-ethoxy-5-fluorobenzoyl)-thieno[2,3-b]pyridine). RXN SMILES: C(=O)([O-])[O-].[K+].[K+].[CH2:7]([O:9][C:10]1[CH:19]=[CH:18][C:17]([F:20])=[CH:16][C:11]=1[C:12](=[O:15])[CH2:13]Br)[CH3:8].[SH:21][C:22]1[N:29]=[CH:28][CH:27]=[CH:26][C:23]=1[C:24]#[N:25]>CN(C=O)C.C(OCC)(=O)C>[NH2:25][C:24]1[C:23]2[C:22](=[N:29][CH:28]=[CH:27][CH:26]=2)[S:21][C:13]=1[C:12](=[O:15])[C:11]1[CH:16]=[C:17]([F:20])[CH:18]=[CH:19][C:10]=1[O:9][CH2:7][CH3:8] |f:0.1.2|. Procedure: A suspension of potassium carbonate (0.189 g, 1.37 mmol), 2-ethoxy-5-fluorophenacyl bromide and 2-mercaptonicotine nitrile in dry DMF (8 ml) is stirred at room temperature for 16 h. The resulting mixture is diluted with ethyl acetate and washed with water. Drying over sodium sulfate, filtering, evaporating the solvent and purification of the residue by silicagel column chromatography yields the title compound, having a m.p. of 130° C. Starting materials: Br[Mg]c1ccccc1, Br, CCOCC, CCCCCCC, Cc1ccccc1, CCOCC, ClCCl, O=S(c1ccccc1)c1ccccc1, c1ccccc1. Product: [Br-], c1ccc([S+](c2ccccc2)c2ccccc2)cc1. RXN SMILES: [Br:1][Mg:2][c:3]1[cH:4][cH:5][cH:6][cH:7][cH:8]1.[BrH:28].[CH2:35]([O:36][CH2:37][CH3:38])[CH3:39].[CH3:43][CH2:44][CH2:45][CH2:46][CH2:47][CH2:48][CH3:49].[CH3:50][c:51]1[cH:52][cH:53][cH:54][cH:55][cH:56]1.[CH3:9][CH2:10][O:11][CH2:12][CH3:13].[Cl:40][CH2:41][Cl:42].[c:14]1([S:20](=[O:21])[c:22]2[cH:23][cH:24][cH:25][cH:26][cH:27]2)[cH:15][cH:16][cH:17][cH:18][cH:19]1.[cH:29]1[cH:30][cH:31][cH:32][cH:33][cH:34]1>>[Br-:1].[c:3]1([S+:20]([c:14]2[cH:15][cH:16][cH:17][cH:18][cH:19]2)[c:22]2[cH:23][cH:24][cH:25][cH:26][cH:27]2)[cH:4][cH:5][cH:6][cH:7][cH:8]1.